Dataset: the Open Reaction Database (ORD), a public repository of structured organic reaction records. Task: describe an organic reaction: reactants, conditions, products, and yield Starting materials: CC(C)(C)C(=O)Cl, CC#N, CN(C)C=O, CCN(C(C)C)C(C)C, Cl, O=C(O)C(F)(F)F, O, c1cc2c3c(c1)c(-c1ccnc(NCC4CCNCC4)n1)cn3CCC2. Yields the product O=C([O-])C(F)(F)F, CC(C)(C)C(=O)N1CCC(CNc2nccc(-c3cn4c5c(cccc35)CCC4)n2)CC1. Reaction SMILES: [C:37]([C:38]([CH3:39])([CH3:40])[CH3:41])(=[O:42])[Cl:43].[C:52](#[N:53])[CH3:54].[CH3:55][N:56]([CH3:57])[CH:58]=[O:59].[CH:28]([N:29]([CH2:30][CH3:31])[CH:32]([CH3:33])[CH3:34])([CH3:35])[CH3:36].[ClH:1].[F:44][C:45]([C:46](=[O:47])[OH:48])([F:49])[F:50].[OH2:51].[c:2]1(-[c:14]2[n:15][c:16]([NH:20][CH2:21][CH:22]3[CH2:23][CH2:24][NH:25][CH2:26][CH2:27]3)[n:17][cH:18][cH:19]2)[cH:3][n:4]2[c:13]3[c:8]([cH:9][cH:10][cH:11][c:12]13)[CH2:7][CH2:6][CH2:5]2>>[F:44][C:45]([C:46](=[O:47])[O-:48])([F:49])[F:50].[c:2]1(-[c:14]2[n:15][c:16]([NH:20][CH2:21][CH:22]3[CH2:23][CH2:24][N:25]([C:37]([C:38]([CH3:39])([CH3:40])[CH3:41])=[O:42])[CH2:26][CH2:27]3)[n:17][cH:18][cH:19]2)[cH:3][n:4]2[c:13]3[c:8]([cH:9][cH:10][cH:11][c:12]13)[CH2:7][CH2:6][CH2:5]2. Reactants: Cl (hydrochloric acid), O (water), NC1=NC=NC2=CC=C(C=C12)[N+](=O)[O-] (4-amino-6-nitroquinazoline). The reagents and catalysts are [Fe] (iron). Run in C(C)O (ethanol). Reaction conditions: temperature 95 celsius, time 20 minute. Product: Cl.NC1=NC=NC2=CC=C(C=C12)N (4,6-diaminoquinazoline hydrochloride). Reaction SMILES: [ClH:1].O.[NH2:3][C:4]1[C:13]2[C:8](=[CH:9][CH:10]=[C:11]([N+:14]([O-])=O)[CH:12]=2)[N:7]=[CH:6][N:5]=1>[Fe].C(O)C>[ClH:1].[NH2:3][C:4]1[C:13]2[C:8](=[CH:9][CH:10]=[C:11]([NH2:14])[CH:12]=2)[N:7]=[CH:6][N:5]=1 |f:5.6|. Procedure details: A mixture of iron (113.9 g), conc. hydrochloric acid (57 ml) and water (2.3 liters) was stirred at 95° C. for 20 minutes. To the mixture was added during 10 minutes 4-amino-6-nitroquinazoline (114.1 g). The reaction mixture was stirred at 95° C. for an hour and a half and then filtered. The filter cake was washed with hot water. The combined filtrate and washings were concentrated under reduced pressure to give a residue, to which was added a small volume of ethanol to give precipitates. The pre...